Dataset: the Open Reaction Database (ORD), a public repository of structured organic reaction records. Task: describe an organic reaction: reactants, conditions, products, and yield The reactants are ClC1=NC(=CC(=N1)C(C)(C)O)N1[C@H](COCC1)C (2-[2-chloro-6-[(3S)-3-methylmorpholin-4-yl]pyrimidin-4-yl]propan-2-ol), CC1(OB(OC1(C)C)C1=CC=C(N)C=C1)C (4-(4,4,5,5-tetramethyl-1,3,2-dioxaborolan-2-yl)aniline), C([O-])([O-])=O.[Na+].[Na+] (sodium carbonate). The reagents and catalysts are Cl[Pd]([P](C1=CC=CC=C1)(C2=CC=CC=C2)C3=CC=CC=C3)([P](C4=CC=CC=C4)(C5=CC=CC=C5)C6=CC=CC=C6)Cl (Dichlorobis(triphenylphosphine)palladium(II)). The solvent is COCCOC (DME), O (water), C(Cl)Cl (DCM). Run at temperature 80 celsius, time 6 hour. Product: NC1=CC=C(C=C1)C1=NC(=CC(=N1)C(C)(C)O)N1[C@H](COCC1)C (2-[2-(4-Aminophenyl)-6-[(3S)-3-methylmorpholin-4-yl]pyrimidin-4-yl]propan-2-ol). The yield is 60.4%. Reaction SMILES: Cl[C:2]1[N:7]=[C:6]([C:8]([OH:11])([CH3:10])[CH3:9])[CH:5]=[C:4]([N:12]2[CH2:17][CH2:16][O:15][CH2:14][C@@H:13]2[CH3:18])[N:3]=1.CC1(C)C(C)(C)OB([C:27]2[CH:33]=[CH:32][C:30]([NH2:31])=[CH:29][CH:28]=2)O1.C(=O)([O-])[O-].[Na+].[Na+]>COCCOC.O.C(Cl)Cl.Cl[Pd](Cl)([P](C1C=CC=CC=1)(C1C=CC=CC=1)C1C=CC=CC=1)[P](C1C=CC=CC=1)(C1C=CC=CC=1)C1C=CC=CC=1>[NH2:31][C:30]1[CH:32]=[CH:33][C:27]([C:2]2[N:7]=[C:6]([C:8]([OH:11])([CH3:10])[CH3:9])[CH:5]=[C:4]([N:12]3[CH2:17][CH2:16][O:15][CH2:14][C@@H:13]3[CH3:18])[N:3]=2)=[CH:28][CH:29]=1 |f:2.3.4,^1:53,72|. Procedure: Dichlorobis(triphenylphosphine)palladium(II) (0.492 g, 0.70 mmol) was added to 2-[2-chloro-6-[(3S)-3-methylmorpholin-4-yl]pyrimidin-4-yl]propan-2-ol (3.81 g, 14.02 mmol), 4-(4,4,5,5-tetramethyl-1,3,2-dioxaborolan-2-yl)aniline (3.38 g, 15.42 mmol) and sodium carbonate (4.46 g, 42.06 mmol) in DME (80 mL) and water (20.00 mL) under nitrogen. The resulting solution was stirred at 80° C. for 6 hours. The reaction mixture was diluted with DCM (200 mL), and washed with water (400 mL) twice. The organic... The reactants are OCC=1N=C(OC1C)C=CC1=CC=CC=C1 (4-Hydroxymethyl-5-methyl-2-styryloxazole), S(=O)(Cl)Cl (thionyl chloride). Conditions: time 30 minute. Yields the product ClCC=1N=C(OC1C)C=CC1=CC=CC=C1 (4-chloromethyl-5-methyl-2-styryloxazole). Reaction SMILES: O[CH2:2][C:3]1[N:4]=[C:5]([CH:9]=[CH:10][C:11]2[CH:16]=[CH:15][CH:14]=[CH:13][CH:12]=2)[O:6][C:7]=1[CH3:8].S(Cl)([Cl:19])=O>>[Cl:19][CH2:2][C:3]1[N:4]=[C:5]([CH:9]=[CH:10][C:11]2[CH:16]=[CH:15][CH:14]=[CH:13][CH:12]=2)[O:6][C:7]=1[CH3:8]. Procedure details: 4-Hydroxymethyl-5-methyl-2-styryloxazole (1.0 g) was added to thionyl chloride (3 ml) and the mixture was allowed to stand at room temperature for 30 minutes. The thionyl chloride was distilled off under reduced pressure. The residue was neutralized with aqueous sodium hydrogen carbonate and extracted with ethyl acetate. The ethyl acetate layer was washed with water and dried over anhydrous magnesium sulfate. The solvent was then distilled off and isopropyl ether was added to the residue to give... Reactants: O1CCCC1 (tetrahydrofuran), C1(=CC=CC=C1)[Mg]Cl (phenylmagnesium chloride), [Cl-].[NH4+] (ammonium chloride), ClC1=CC=C(C#N)C=C1 (4-chlorobenzonitrile). Reagents/catalysts: [Cl-].[Zn+2].[Cl-] (zinc chloride). Solvent: C1(=CC=CC=C1)C (toluene), CN1C(CCC1)=O (N-methylpyrrolidinone). Product: C(#N)C1=CC=C(C=C1)C1=CC=CC=C1 (4-cyanobiphenyl). As a reaction SMILES: O1CCCC1.[C:6]1([Mg]Cl)[CH:11]=[CH:10][CH:9]=[CH:8][CH:7]=1.Cl[C:15]1[CH:22]=[CH:21][C:18]([C:19]#[N:20])=[CH:17][CH:16]=1.[Cl-].[NH4+]>[Cl-].[Zn+2].[Cl-].C1(C)C=CC=CC=1.CN1CCCC1=O>[C:19]([C:18]1[CH:21]=[CH:22][C:15]([C:6]2[CH:11]=[CH:10][CH:9]=[CH:8][CH:7]=2)=[CH:16][CH:17]=1)#[N:20] |f:3.4,5.6.7|. Procedure: A 50-ml four-necked flask was equipped with a stirrer, a thermometer, a dropping funnel and a reflux condenser. 1.090 g (8 mmol) of zinc chloride and 4 ml of N-methylpyrrolidinone were weighed in the flask. The flask was purged with argon, followed by stirring. 3.4 ml (7.5 mmol) of 2.2M tetrahydrofuran solution of phenylmagnesium chloride was added dropwise at 25° C. over a period of 30 minutes, followed by stirring at 25° C. for 30 minutes. The reaction liquid previously obtained was added, fol... Starting materials: CCOC(=O)/N=N/C(=O)OCC (DEAD), CN(CCO)C (2-dimethylamino-ethanol), C1(=CC=CC=C1)P(C1=CC=CC=C1)C1=CC=CC=C1 (triphenylphosphine), CN1CCN(CC1)C1=CC=C(C=C1)NC1=NC=CC(=N1)C=1C(=NNC1)C1=CC=C(C=C1)C ([4-(4-Methyl-piperazin-1-yl)-phenyl]-[4-(3-p-tolyl-1H-pyrazol-4-yl)-pyrimidin-2-yl]-amine). Solvent: C1CCOC1 (THF). Run at temperature 0 celsius. Product: CN(CCN1N=CC(=C1C1=CC=C(C=C1)C)C1=NC(=NC=C1)NC1=CC=C(C=C1)N1CCN(CC1)C)C ({4-[1-(2-Dimethylamino-ethyl)-5-p-tolyl-1H-pyrazol-4-yl]-pyrimidin-2-yl}-[4-(4-methyl-piperazin-1-yl)-phenyl]-amine). RXN SMILES: [CH3:1][N:2]1[CH2:7][CH2:6][N:5]([C:8]2[CH:13]=[CH:12][C:11]([NH:14][C:15]3[N:20]=[C:19]([C:21]4[C:22]([C:26]5[CH:31]=[CH:30][C:29]([CH3:32])=[CH:28][CH:27]=5)=[N:23][NH:24][CH:25]=4)[CH:18]=[CH:17][N:16]=3)=[CH:10][CH:9]=2)[CH2:4][CH2:3]1.[CH3:33][N:34]([CH3:38])[CH2:35][CH2:36]O.C1(P(C2C=CC=CC=2)C2C=CC=CC=2)C=CC=CC=1.CCOC(/N=N/C(OCC)=O)=O>C1COCC1>[CH3:33][N:34]([CH3:38])[CH2:35][CH2:36][N:23]1[C:22]([C:26]2[CH:31]=[CH:30][C:29]([CH3:32])=[CH:28][CH:27]=2)=[C:21]([C:19]2[CH:18]=[CH:17][N:16]=[C:15]([NH:14][C:11]3[CH:10]=[CH:9][C:8]([N:5]4[CH2:4][CH2:3][N:2]([CH3:1])[CH2:7][CH2:6]4)=[CH:13][CH:12]=3)[N:20]=2)[CH:25]=[N:24]1. Procedure details: To the suspension of 90 mg (0.211 mMol) of [4-(4-methyl-piperazin-1-yl)-phenyl]-[4-(3-p-tolyl-1H-pyrazol-4-yl)-pyrimidin-2-yl]-amine (Example 25) in 4.5 mL of THF is added 38 mg (0.426 mMol) of 2-dimethylamino-ethanol (Fluka) and 122 mg (0.465 mMol) of triphenylphosphine (Fluka). The yellowish suspension is cooled to 0° C. and treated with 81 mg (0.465 mMol) of DEAD*. The mixture is stirred without cooling for 17 h, followed by heating for 24 h at 60° C. After cooling to rt, the reaction mixture... RXN SMILES: [H-].[Na+].[CH2:3]([C:10]#[N:11])[C:4]1[CH:9]=[CH:8][CH:7]=[CH:6][CH:5]=1.Cl[CH2:13][CH2:14][N:15]([CH:19]([CH3:21])[CH3:20])[CH:16]([CH3:18])[CH3:17]>>[CH:16]([N:15]([CH:19]([CH3:21])[CH3:20])[CH2:14][CH2:13][CH:3]([C:10]#[N:11])[C:4]1[CH:9]=[CH:8][CH:7]=[CH:6][CH:5]=1)([CH3:18])[CH3:17] |f:0.1|. Yields the product C(C)(C)N(CCC(C1=CC=CC=C1)C#N)C(C)C (N,N-Diisopropyl-3-cyano-3-phenylpropanamine). Starting materials: ClCCN(C(C)C)C(C)C (2-Chloroethyl-diisopropylamine), [H-].[Na+] (Sodium hydride), oil, C(C1=CC=CC=C1)C#N (Benzyl cyanide). Solvent: petroleum ether. Run at time 15 minute. Reported procedure: Sodium hydride, 80% in mineral oil (2.82 g, 94 mmol), was washed with petroleum ether and dried under a N2-stream. Dry DMF (100 mL) was added. Benzyl cyanide (12.1 g, 103 mmol) was added to the stirred suspension over a period of 20 min. The temperature rose to approx. 45° C. The mixture was stirred for another 15 min. 2-Chloroethyl-diisopropylamine (15.4 g, 94 mmol) was added. All the amine was consumed within 30 min. Most of the DMF was evaporated under reduced pressure and the residue was dis...